Dataset: the Open Reaction Database (ORD), a public repository of structured organic reaction records. Task: describe an organic reaction: reactants, conditions, products, and yield Reactants: Cl, [H][H], NC(CCc1ccccc1[N+](=O)[O-])C(=O)O, O. Yields the product Nc1ccccc1CCC(N)C(=O)O. RXN SMILES: [ClH:1].[H:18][H:19].[NH2:2][CH:3]([C:4](=[O:5])[OH:6])[CH2:7][CH2:8][c:9]1[c:10]([N+:15]([O-:16])=[O:17])[cH:11][cH:12][cH:13][cH:14]1.[OH2:20]>>[NH2:2][CH:3]([C:4](=[O:5])[OH:6])[CH2:7][CH2:8][c:9]1[c:10]([NH2:15])[cH:11][cH:12][cH:13][cH:14]1. Reactants: ClC=1N=C(C2=C(N1)C=C(S2)CN2CCN(CC2)C([C@H](C)O)=O)N2CCOCC2 ((S)-1-(4-((2-Chloro-4-morpholinothieno[3,2-d]pyrimidin-6-yl)methyl)piperazin-1-yl)-2-hydroxypropan-1-one), B(C1=CN=C(C=C1)OC)(O)O (6-methoxypyridin-3-yl-3-boronic acid). The product is O[C@H](C(=O)N1CCN(CC1)CC1=CC=2N=C(N=C(C2S1)N1CCOCC1)C=1C=NC(=CC1)OC)C ((S)-2-hydroxy-1-(4-((2-(6-methoxypyridin-3-yl)-4-morpholinothieno[3,2-d]pyrimidin-6-yl)methyl)piperazin-1-yl)propan-1-one). Isolated yield 55.2%. Reaction SMILES: Cl[C:2]1[N:3]=[C:4]([N:23]2[CH2:28][CH2:27][O:26][CH2:25][CH2:24]2)[C:5]2[S:10][C:9]([CH2:11][N:12]3[CH2:17][CH2:16][N:15]([C:18](=[O:22])[C@@H:19]([OH:21])[CH3:20])[CH2:14][CH2:13]3)=[CH:8][C:6]=2[N:7]=1.B(O)(O)[C:30]1[CH:35]=[CH:34][C:33]([O:36][CH3:37])=[N:32][CH:31]=1>>[OH:21][C@@H:19]([CH3:20])[C:18]([N:15]1[CH2:16][CH2:17][N:12]([CH2:11][C:9]2[S:10][C:5]3[C:4]([N:23]4[CH2:28][CH2:27][O:26][CH2:25][CH2:24]4)=[N:3][C:2]([C:30]4[CH:31]=[N:32][C:33]([O:36][CH3:37])=[CH:34][CH:35]=4)=[N:7][C:6]=3[CH:8]=2)[CH2:13][CH2:14]1)=[O:22]. Procedure: (S)-1-(4-((2-Chloro-4-morpholinothieno[3,2-d]pyrimidin-6-yl)methyl)piperazin-1-yl)-2-hydroxypropan-1-one (61 mg) was reacted with 35 mg of 6-methoxypyridin-3-yl-3-boronic acid via General Procedure A to give 39.4 mg of 210. MS (Q1) 499.3 (M)+